Dataset: the Open Reaction Database (ORD), a public repository of structured organic reaction records. Task: describe an organic reaction: reactants, conditions, products, and yield Reactants: C(CCCCCCC(=O)O)(=O)O (suberic acid). The solvent is CC(=O)OC(=O)C (acetanhydride). Yields the product O1C(CCCCCCC1=O)=O (Oxonane-2,9-dione). RXN SMILES: [C:1]([OH:12])(=[O:11])[CH2:2][CH2:3][CH2:4][CH2:5][CH2:6][CH2:7][C:8]([OH:10])=O>CC(OC(C)=O)=O>[O:12]1[C:1](=[O:11])[CH2:2][CH2:3][CH2:4][CH2:5][CH2:6][CH2:7][C:8]1=[O:10]. Procedure details: Under N2 atmosphere 50 g suberic acid and 100 ml acetanhydride were refluxed for 2 hours. The solvent was evaporated and 200 ml acetonitrile were added to the residue and the mixture was kept in a freezer over night. Then the mixture was fritted and the resulting residue was washed with 50 ml acetonitrile and dried. Reactants: C(=O)C1=CC=C(O1)C(=O)O (5-Formyl-2-furancarboxylic acid), C[Si](C)(C)C=[N+]=[N-] (trimethylsilyl-diazomethane). The solvent is CC(=O)C (acetone). Run at time 10 minute. The product is COC(=O)C=1OC(=CC1)C=O (5-formyl-2-furancarboxylic acid methyl ester), crude product. As a reaction SMILES: [CH:1]([C:3]1[O:7][C:6]([C:8]([OH:10])=[O:9])=[CH:5][CH:4]=1)=[O:2].[CH3:11][Si](C=[N+]=[N-])(C)C>CC(C)=O>[CH3:11][O:9][C:8]([C:6]1[O:7][C:3]([CH:1]=[O:2])=[CH:4][CH:5]=1)=[O:10]. Reported procedure: 5-Formyl-2-furancarboxylic acid (5 g, 35.7 mmol) was dissolved in acetone (100 mL), and trimethylsilyl-diazomethane/2M hexane solution (23.2 mL, 46.4 mmol) was slowly added dropwise at room temperature. After stirring at room temperature for 10 minutes, the solvent was evaporated under reduced pressure to give 5-formyl-2-furancarboxylic acid methyl ester as a crude product. The reactants are BrCCCCBr (1,4-dibromobutane), CN1CCCN(C1=O)C (DMPU), CC=1NC2=CC=CC=C2C1 (2-methylindole), [H-].[Na+] (sodium hydride). Reagents/catalysts: [I-].C(CCC)[N+](CCCC)(CCCC)CCCC (tetrabutylammonium iodide). Reaction conditions: time 2 hour. Product: BrCCCCN1C=C(C2=CC=CC=C12)CC (1-(4-Bromobutyl)-3-ethyl-1H-indole), SiO2. As a reaction SMILES: C[C:2]1[NH:3][C:4]2[C:9]([CH:10]=1)=[CH:8][CH:7]=[CH:6][CH:5]=2.[H-].[Na+].[Br:13][CH2:14][CH2:15][CH2:16][CH2:17]Br.CN1C(=O)N(C)C[CH2:22][CH2:21]1>[I-].C([N+](CCCC)(CCCC)CCCC)CCC>[Br:13][CH2:14][CH2:15][CH2:16][CH2:17][N:3]1[C:4]2[C:9](=[CH:8][CH:7]=[CH:6][CH:5]=2)[C:10]([CH2:21][CH3:22])=[CH:2]1 |f:1.2,5.6|. Procedure details: The solution of 5.0 g of 2-methylindole in 70 ml of DMPU is admixed with stirring at 0° C. with 3.30 g of sodium hydride dispersion (60%) and stirred at room temperature over 2 hours. Subsequently, 20 ml of 1,4-dibromobutane and 1.40 g of tetrabutylammonium iodide are added (exothermic reaction). The mixture is stirred at room temperature over 20 hours. The reaction mixture is poured onto water (200 ml) and extracted with tert-butyl methyl ether (2×200 ml). The organic phases are washed successi... The reactants are COC(=O)c1ccc(C(C)NC(=O)c2cc(Cl)cnc2Cl)cc1, Cc1ccc(O)c(Cl)c1. The product is COC(=O)c1ccc(C(C)NC(=O)c2cc(Cl)cnc2Oc2ccc(C)cc2Cl)cc1. Reaction SMILES: [Cl:1][c:2]1[n:3][cH:4][c:5]([Cl:23])[cH:6][c:7]1[C:8](=[O:9])[NH:10][CH:11]([CH3:12])[c:13]1[cH:14][cH:15][c:16]([C:17](=[O:18])[O:19][CH3:20])[cH:21][cH:22]1.[Cl:24][c:25]1[c:26]([OH:32])[cH:27][cH:28][c:29]([CH3:31])[cH:30]1>>[c:2]1([O:32][c:26]2[c:25]([Cl:24])[cH:30][c:29]([CH3:31])[cH:28][cH:27]2)[n:3][cH:4][c:5]([Cl:23])[cH:6][c:7]1[C:8](=[O:9])[NH:10][CH:11]([CH3:12])[c:13]1[cH:14][cH:15][c:16]([C:17](=[O:18])[O:19][CH3:20])[cH:21][cH:22]1. Reactants: C(C1=CC=CC=C1)OC1C(CCCC1)NC(=O)C=1N(N=C(C1)N)CC(NC1C(CCCC1)OCC1=CC=CC=C1)=O (5-Amino-2-[(2-benzyloxy-cyclohexylcarbamoyl)-methyl]-2H-pyrazole-3-carboxylic acid (2-benzyloxy-cyclohexyl)-amide), C1(=CC=CC=C1)S(=O)(=O)Cl (Benzenesulfonyl chloride). The solvent is N1=CC=CC=C1 (pyridine), [Cl-].[Na+].O (brine). Conditions: time 1 hour. Yields the product C(C1=CC=CC=C1)OC1C(CCCC1)NC(=O)C=1N(N=C(C1)NS(=O)(=O)C1=CC=CC=C1)CC(NC1C(CCCC1)OCC1=CC=CC=C1)=O (5-Benzenesulfonylamino-2-[(2-benzyloxy-cyclohexylcarbamoyl)-methyl]-2H-pyrazole-3-carboxylic acid (2-benzyloxy-cyclohexyl)-amide). RXN SMILES: [CH2:1]([O:8][CH:9]1[CH2:14][CH2:13][CH2:12][CH2:11][CH:10]1[NH:15][C:16]([C:18]1[N:19]([CH2:24][C:25](=[O:41])[NH:26][CH:27]2[CH2:32][CH2:31][CH2:30][CH2:29][CH:28]2[O:33][CH2:34][C:35]2[CH:40]=[CH:39][CH:38]=[CH:37][CH:36]=2)[N:20]=[C:21]([NH2:23])[CH:22]=1)=[O:17])[C:2]1[CH:7]=[CH:6][CH:5]=[CH:4][CH:3]=1.[C:42]1([S:48](Cl)(=[O:50])=[O:49])[CH:47]=[CH:46][CH:45]=[CH:44][CH:43]=1>N1C=CC=CC=1.[Cl-].[Na+].O>[CH2:1]([O:8][CH:9]1[CH2:14][CH2:13][CH2:12][CH2:11][CH:10]1[NH:15][C:16]([C:18]1[N:19]([CH2:24][C:25](=[O:41])[NH:26][CH:27]2[CH2:32][CH2:31][CH2:30][CH2:29][CH:28]2[O:33][CH2:34][C:35]2[CH:40]=[CH:39][CH:38]=[CH:37][CH:36]=2)[N:20]=[C:21]([NH:23][S:48]([C:42]2[CH:47]=[CH:46][CH:45]=[CH:44][CH:43]=2)(=[O:50])=[O:49])[CH:22]=1)=[O:17])[C:2]1[CH:3]=[CH:4][CH:5]=[CH:6][CH:7]=1 |f:3.4.5|. Procedure: 5-Amino-2-[(2-benzyloxy-cyclohexylcarbamoyl)-methyl]-2H-pyrazole-3-carboxylic acid (2-benzyloxy-cyclohexyl)-amide (40 mg, 0.067 mmol) was dissolved in 1 ml of dry pyridine. Benzenesulfonyl chloride (0.0085 ml) was added and the reaction mixture stirred for 1 hour. The mixture was added to brine and extracted with dichloromethane. The dichloromethane extract was dried over magnesium sulfate, filtered. 29 mg of title compound was obtained after preparative thin layer chromatography using 50% ethyl...